This data is from the Open Reaction Database (ORD), a public repository of structured organic reaction records. The task is: describe an organic reaction: reactants, conditions, products, and yield Starting materials: BrBr (bromine), NC1=C(CN[C@@H](CSC)C(=O)O)C=CC=C1 (N-(2-amino-benzyl)-S-methyl-cysteine), BrBr (bromine). Solvent: CO (methanol), CO (methanol). Run at time 2 hour. The product is NC1=C(CN[C@@H](CSC)C(=O)O)C=C(C=C1)Br (N-(2-amino-5-bromo-benzyl)-S-methyl-cysteine). RXN SMILES: [NH2:1][C:2]1[CH:16]=[CH:15][CH:14]=[CH:13][C:3]=1[CH2:4][NH:5][C@H:6]([C:10]([OH:12])=[O:11])[CH2:7][S:8][CH3:9].[Br:17]Br>CO>[NH2:1][C:2]1[CH:16]=[CH:15][C:14]([Br:17])=[CH:13][C:3]=1[CH2:4][NH:5][C@H:6]([C:10]([OH:12])=[O:11])[CH2:7][S:8][CH3:9]. Procedure details: To a stirred suspension of 2.40 gm of N-(2-amino-benzyl)-S-methyl-cysteine in 50 cm3 anhydrous methanol a solution of 0.52 cc of bromine in 20 cc of methanol was added dropwise. After the addition of bromine was finished, stirring was continued for 2 hours. The solvent was evaporated in vacuo on a water bath, and residue was dissolved in 50 cc of distilled water. The aqueous solution was decolored by refluxing for 1 hour in the presence of a small quantity of charcoal. The coal was removed by fi... The reactants are C(=C)(C)C1=C(C=CC=C1)C (Isopropenyltoluene), C1C=CC2=CC=CC=C12 (indene), [OH-].[Na+] (NaOH). Reaction conditions: time 2 hour. The product is C(=C)(C)C1=C(C=CC=C1)C.C1C=CC2=CC=CC=C12 (isopropenyltoluene indene). RXN SMILES: [C:1]([C:4]1[CH:9]=[CH:8][CH:7]=[CH:6][C:5]=1[CH3:10])([CH3:3])=[CH2:2].[CH2:11]1[C:19]2[C:14](=[CH:15][CH:16]=[CH:17][CH:18]=2)[CH:13]=[CH:12]1.[OH-].[Na+]>>[C:1]([C:4]1[CH:9]=[CH:8][CH:7]=[CH:6][C:5]=1[CH3:10])([CH3:3])=[CH2:2].[CH2:11]1[C:19]2[C:14](=[CH:15][CH:16]=[CH:17][CH:18]=2)[CH:13]=[CH:12]1 |f:2.3,4.5|. Procedure details: Isopropenyltoluene, indene, dehydrated and purified toluene, and a boron trifluoride phenolate complex (1.6-times equivalent of phenol) diluted to 10-times volume with dehydrated and purified toluene were continuously supplied to an autoclave having a net capacity of 1270 ml equipped with a stirring blade, so that the ratio by mol of isopropenyltoluene to indene was 50/50 and the total supplied amount of isopropenyltoluene and indene was 1.0 l/h. The mixture was polymerized at a reaction tempera... Reactants: COC(=O)C=1NC(=NC1)[C@H](CC1=CC=CC=C1)NC(=O)OC(C)(C)C (2-((S)-1-tert-Butoxycarbonylamino-2-phenyl-ethyl)-3H-imidazole-4-carboxylic acid methyl ester), C1CC(=O)N(C1=O)Br (NBS). Run in C(Cl)(Cl)Cl (CHCl3), C(Cl)(Cl)Cl (CHCl3). Conditions: time 1.5 hour. Product: COC(=O)C=1NC(=NC1Br)[C@H](CC1=CC=CC=C1)NC(=O)OC(C)(C)C (5-Bromo-2-((S)-1-tert-butoxycarbonylamino-2-phenyl-ethyl)-3H-imidazole-4-carboxylic acid methyl ester). RXN SMILES: [CH3:1][O:2][C:3]([C:5]1[NH:6][C:7]([C@@H:10]([NH:18][C:19]([O:21][C:22]([CH3:25])([CH3:24])[CH3:23])=[O:20])[CH2:11][C:12]2[CH:17]=[CH:16][CH:15]=[CH:14][CH:13]=2)=[N:8][CH:9]=1)=[O:4].C1C(=O)N([Br:33])C(=O)C1>C(Cl)(Cl)Cl>[CH3:1][O:2][C:3]([C:5]1[NH:6][C:7]([C@@H:10]([NH:18][C:19]([O:21][C:22]([CH3:25])([CH3:24])[CH3:23])=[O:20])[CH2:11][C:12]2[CH:13]=[CH:14][CH:15]=[CH:16][CH:17]=2)=[N:8][C:9]=1[Br:33])=[O:4]. Procedure details: The product from Example 114 Part A (1.2 g of 83% pure, 0.28 mmol) was dissolved in CHCl3 (20 mL) and NBS (0.93 g, 0.41 mmol) was added. The mixture was stirred at RT under N2 for 1.5 h. It was diluted with CHCl3 and washed with water and brine. It was then dried over MgSO4 and concentrated to a white solid (0.79 g). MS: 424.4/426.2 (M+1)+. The reactants are C(CCC)Br (butyl bromide), CC[O-].[Na+] (sodium ethylate), C1(=CC=CC=C1)N1C(CC(NC2=C1C=C(C=C2)Cl)=O)=O (1-phenyl 8-chloro 1,2,4,5-tetrahydro 2,4 -dioxo 3H-1,5-benzodiazepine). Product: C1(=CC=CC=C1)N1C(CC(N(C2=C1C=C(C=C2)Cl)CCCC)=O)=O (1-phenyl 5-butyl 8-chloro 1,2,4,5-tetrahydro 2,4-dioxo-3H-1,5-benzodiazepine). RXN SMILES: [CH2:1](Br)[CH2:2][CH2:3][CH3:4].CC[O-].[Na+].[C:10]1([N:16]2[C:22]3[CH:23]=[C:24]([Cl:27])[CH:25]=[CH:26][C:21]=3[NH:20][C:19](=[O:28])[CH2:18][C:17]2=[O:29])[CH:15]=[CH:14][CH:13]=[CH:12][CH:11]=1>>[C:10]1([N:16]2[C:22]3[CH:23]=[C:24]([Cl:27])[CH:25]=[CH:26][C:21]=3[N:20]([CH2:1][CH2:2][CH2:3][CH3:4])[C:19](=[O:28])[CH2:18][C:17]2=[O:29])[CH:15]=[CH:14][CH:13]=[CH:12][CH:11]=1 |f:1.2|. Procedure details: In the same manner, by acting butyl bromide in the presence of sodium ethylate, starting from 1-phenyl 8-chloro 1,2,4,5-tetrahydro 2,4 -dioxo 3H-1,5-benzodiazepine, there is obtained 1-phenyl 5-butyl 8-chloro 1,2,4,5-tetrahydro 2,4-dioxo-3H-1,5-benzodiazepine (R1 = H, R2 = Cl, R3 = C4H9, R4 = C6H5) melting at 159°- 161° C., upon recrystallisation in 50% ethanol. Starting materials: NC1=NN=NN1 (5-Aminotetrazole), ClCCCO (3-chloropropanol). Solvent: [OH-].[Na+] (sodium hydroxide). Yields the product OCCCN1N=NN=C1N (3-hydroxypropyl-5-aminotetrazole). RXN SMILES: [NH2:1][C:2]1[NH:6][N:5]=[N:4][N:3]=1.Cl[CH2:8][CH2:9][CH2:10][OH:11]>[OH-].[Na+]>[OH:11][CH2:10][CH2:9][CH2:8][N:3]1[C:2]([NH2:1])=[N:6][N:5]=[N:4]1 |f:2.3|. Reported procedure: 5-Aminotetrazole (2.1 g.) and 3-chloropropanol (2.1 ml.) were added to aqueous sodium hydroxide (1 g. in 20 ml.) and the mixture heated at 90° for 18 hours. The resulting solution was evaporated and the residue extracted with hot EtOH. The EtOH extracts were evaporated and the residue extracted with EtOAc to give a colourless oil which was a mixture of isomers. These were separated on a column of silica gel using EtOAc/MeOH/aqueous ammonia (s.g. 0.880) 6:1:1 v/v/v as eluant to give 1-(3-hydroxyp...